From a dataset of the Open Reaction Database (ORD), a public repository of structured organic reaction records. describe an organic reaction: reactants, conditions, products, and yield Reactants: C(C)(=O)OCC (ethyl acetate), BrC1=C(C=CC(=C1)OC(F)(F)F)O (2-bromo-4-trifluoromethoxyphenol), C(=O)([O-])[O-].[K+].[K+] (K2CO3), BrC(C)C (2-bromopropane). The solvent is CN(C=O)C (dimethylformamide). Conditions: time 14 hour. Yields the product BrC1=C(C=CC(=C1)OC(F)(F)F)OC(C)C (2-Bromo-4-trifluoromethoxy-isopropoxybenzene). As a reaction SMILES: [Br:1][C:2]1[CH:7]=[C:6]([O:8][C:9]([F:12])([F:11])[F:10])[CH:5]=[CH:4][C:3]=1[OH:13].C([O-])([O-])=O.[K+].[K+].Br[CH:21]([CH3:23])[CH3:22].C(OCC)(=O)C>CN(C)C=O>[Br:1][C:2]1[CH:7]=[C:6]([O:8][C:9]([F:11])([F:12])[F:10])[CH:5]=[CH:4][C:3]=1[O:13][CH:21]([CH3:23])[CH3:22] |f:1.2.3|. Reported procedure: To a solution of 2-bromo-4-trifluoromethoxyphenol (Description 11; 1 g, 3.9 mmol) and K2CO3 (1.1 g, 7.8 mmol) in dimethylformamide (15 ml) was added 2-bromopropane (0.55 ml, 5.9 mmol). The solution was stirred for 14 h. at room temperature under an atmosphere of nitrogen. Waster (200 ml) and ethyl acetate (3×70 ml) was added to the solution and the organic phase washed with water (100 ml), brine (100 ml) and dried (MgSO4). The solvent was removed in vacuo and the residue purified by chromatograp... Starting materials: C(=O)(OC(C)(C)C)N1[C@@H](CCC1)COS(=O)(=O)C1=CC=C(C=C1)C ((S)-(+)-N-Boc-2-(4-toluenesulfonyloxymethyl)pyrrolidine), C1(=CC=CC=C1)O (phenol), [H-].[Na+] (sodium hydride), [H][H] (hydrogen). The solvent is C1CCOC1 (THF), CN(C)C=O (DMF), C1CCOC1 (THF), CCOC(=O)C (EtOAc). The product is C(=O)(OC(C)(C)C)N1[C@@H](CCC1)COC1=CC=CC=C1 ((S)-(+)-N-Boc-2-Phenoxymethylpyrrolidine). Isolated yield 70.8%. As a reaction SMILES: [C:1]1([OH:7])[CH:6]=[CH:5][CH:4]=[CH:3][CH:2]=1.[H-].[Na+].[H][H].[C:12]([N:19]1[CH2:23][CH2:22][CH2:21][C@H:20]1[CH2:24]OS(C1C=CC(C)=CC=1)(=O)=O)([O:14][C:15]([CH3:18])([CH3:17])[CH3:16])=[O:13]>C1COCC1.CCOC(C)=O.CN(C=O)C>[C:12]([N:19]1[CH2:23][CH2:22][CH2:21][C@H:20]1[CH2:24][O:7][C:1]1[CH:6]=[CH:5][CH:4]=[CH:3][CH:2]=1)([O:14][C:15]([CH3:18])([CH3:17])[CH3:16])=[O:13] |f:1.2|. Procedure details: To a solution of phenol (0.40 g, 4.23 mmol) in 10 mL of THF at 0° C. was added sodium hydride (0.226 g, 5.65 mmol), and the mixture was warmed to room temperature. The mixture was stirred 10 minutes (until evolution of hydrogen gas ceased) and cooled to 0° C. A solution of (S)-(+)-N-Boc-2-(4-toluenesulfonyloxymethyl)pyrrolidine (1.0 g, 2.8 mmol) in 2 mL of THF was added dropwise and the resulting mixture was refluxed overnight. To the mixture was added 5 mL of DMF and the mixture was heated at 1... As a reaction SMILES: [NH2:1][CH2:2][CH2:3][NH:4][C:5]1[N:10]2[N:11]=[C:12]([CH3:23])[C:13]([C:14]3[C:19]([CH3:20])=[CH:18][C:17]([Cl:21])=[CH:16][C:15]=3[CH3:22])=[C:9]2[N:8]=[C:7]([CH3:24])[CH:6]=1.[O:25]1[CH2:30][CH2:29][C:28](=O)[CH2:27][CH2:26]1.C(O[BH-](OC(=O)C)OC(=O)C)(=O)C.[Na+].C(O)(=O)C>ClC(Cl)C>[O:25]1[CH2:30][CH2:29][CH:28]([NH:1][CH2:2][CH2:3][NH:4][C:5]2[N:10]3[N:11]=[C:12]([CH3:23])[C:13]([C:14]4[C:15]([CH3:22])=[CH:16][C:17]([Cl:21])=[CH:18][C:19]=4[CH3:20])=[C:9]3[N:8]=[C:7]([CH3:24])[CH:6]=2)[CH2:27][CH2:26]1 |f:2.3|. Product: O1CCC(CC1)NCCNC1=CC(=NC=2N1N=C(C2C2=C(C=C(C=C2C)Cl)C)C)C (7-(2-(perhydro-2H-pyran-4-ylamino)ethylamino)-2,5-dimethyl-3-(4-chloro-2,6-dimethylphenyl)-pyrazolo[1,5-a] pyrimidine). Conditions: time 3 hour. The solvent is ClC(C)Cl (dichloroethane). Yield: 69.2%. Reported procedure: Dissolve 7-(2-aminoethylamino)-2,5-dimethyl-3-(4-chloro-2,6-dimethylphenyl)-pyrazolo [1,5-a] pyrimidine (0.183 g, 5.4×10−4 mol, 339.2 g/mol) in dichloroethane (5 mL) and add tetrahydro-4H-pyran-4-one (0.068 g, 0.060 mL, 100.12 g/mol) and sodium triacetoxyborohydride (0.172 g, 211.94 g/mol). To the resultant slurry, add glacial acetic acid (0.032 mL, 5.4×10−4 mol) and stir at ambient temperature under N2 for 3 hours. Partition between CH2Cl2 (3 mL) and 1.0 N NaOH (10 mL), then separate the layers... The reactants are C(C)(=O)O (acetic acid), O1CCC(CC1)=O (tetrahydro-4H-pyran-4-one), C(C)(=O)O[BH-](OC(C)=O)OC(C)=O.[Na+] (sodium triacetoxyborohydride), NCCNC1=CC(=NC=2N1N=C(C2C2=C(C=C(C=C2C)Cl)C)C)C (7-(2-aminoethylamino)-2,5-dimethyl-3-(4-chloro-2,6-dimethylphenyl)-pyrazolo [1,5-a] pyrimidine).